This data is from the Open Reaction Database (ORD), a public repository of structured organic reaction records. The task is: describe an organic reaction: reactants, conditions, products, and yield The reactants are CCOCCO, COc1cccc2c(Cl)c(C#N)cnc12, Cl, COc1ccc(N)cc1O, c1ccncc1. The product is COc1ccc(Nc2c(C#N)cnc3c(OC)cccc23)cc1O. Reaction SMILES: [CH3:33][CH2:34][O:35][CH2:36][CH2:37][OH:38].[Cl:1][c:2]1[c:3]([C:14]#[N:15])[cH:4][n:5][c:6]2[c:7]([O:12][CH3:13])[cH:8][cH:9][cH:10][c:11]12.[ClH:16].[NH2:23][c:24]1[cH:25][cH:26][c:27]([O:31][CH3:32])[c:28]([OH:30])[cH:29]1.[n:17]1[cH:18][cH:19][cH:20][cH:21][cH:22]1>>[c:2]1([NH:23][c:24]2[cH:25][cH:26][c:27]([O:31][CH3:32])[c:28]([OH:30])[cH:29]2)[c:3]([C:14]#[N:15])[cH:4][n:5][c:6]2[c:7]([O:12][CH3:13])[cH:8][cH:9][cH:10][c:11]12. Starting materials: C(CCC)(=O)CC(=O)OCC (ethyl butyrylacetate), C1(O)=CC(O)=CC(O)=C1 (phloroglucinol). The product is OC1=C2C(=CC(OC2=CC(=C1)O)=O)CCC (5,7-dihydroxy-4-propylcoumarin). RXN SMILES: [C:1]([CH2:6][C:7](OCC)=[O:8])(=O)[CH2:2][CH2:3][CH3:4].[C:12]1([CH:20]=[C:18]([OH:19])[CH:17]=[C:15]([OH:16])[CH:14]=1)[OH:13]>>[OH:13][C:12]1[CH:20]=[C:18]([OH:19])[CH:17]=[C:15]2[C:14]=1[C:1]([CH2:2][CH2:3][CH3:4])=[CH:6][C:7](=[O:8])[O:16]2. Procedure: condensing ethyl butyrylacetate and phloroglucinol in the presence of an acid catalyst to form 5,7-dihydroxy-4-propylcoumarin; Reactants: COC=1C=C(CC2N(CCC3=CC(=C(C=C23)O)OC)CC(=O)NCC2=CC=CC=C2)C=CC1OC (2-[1-(3,4-dimethoxy-benzyl)-7-hydroxy-6-methoxy-3,4-dihydro-1H-isoquinolin-2-yl]-N-benzyl-acetamide), C(CCC)Br (butyl bromide). Product: COC=1C=C(CC2N(CCC3=CC(=C(C=C23)OCCCC)OC)CC(=O)NCC2=CC=CC=C2)C=CC1OC (2-[1-(3,4-dimethoxy-benzyl)-7-butoxy-6-methoxy-3,4-dihydro-1H-isoquinolin-2-yl]-N-benzyl-acetamide). Reaction SMILES: [CH3:1][O:2][C:3]1[CH:4]=[C:5]([CH:31]=[CH:32][C:33]=1[O:34][CH3:35])[CH2:6][CH:7]1[C:16]2[C:11](=[CH:12][C:13]([O:18][CH3:19])=[C:14]([OH:17])[CH:15]=2)[CH2:10][CH2:9][N:8]1[CH2:20][C:21]([NH:23][CH2:24][C:25]1[CH:30]=[CH:29][CH:28]=[CH:27][CH:26]=1)=[O:22].[CH2:36](Br)[CH2:37][CH2:38][CH3:39]>>[CH3:1][O:2][C:3]1[CH:4]=[C:5]([CH:31]=[CH:32][C:33]=1[O:34][CH3:35])[CH2:6][CH:7]1[C:16]2[C:11](=[CH:12][C:13]([O:18][CH3:19])=[C:14]([O:17][CH2:36][CH2:37][CH2:38][CH3:39])[CH:15]=2)[CH2:10][CH2:9][N:8]1[CH2:20][C:21]([NH:23][CH2:24][C:25]1[CH:30]=[CH:29][CH:28]=[CH:27][CH:26]=1)=[O:22]. Procedure: prepared by reaction of 2-[1-(3,4-dimethoxy-benzyl)-7-hydroxy-6-methoxy-3,4-dihydro-1H-isoquinolin-2-yl]-N-benzyl-acetamide with butyl bromide Starting materials: N(=[N+]=[N-])CCSC=1C=C(C=NC1)C(=O)C=1N=CN2C1SC(=C2)C=2[C@@H]([C@H]1N(C2C(=O)OCC2=CC=C(C=C2)[N+](=O)[O-])C([C@@H]1[C@@H](C)O)=O)C (4-nitrobenzyl (1S,5R,6S)-2-[7-[5-(2-azidoethylthio)pyridin-3-yl]carbonylimidazo[5,1-b]-thiazol-2-yl]-6-((1R)-1-hydroxyethyl)-1-methyl-1-carbapen-2-em-3-carboxylate), ICC(=O)N (2-iodoacetamide). The product is [I-].N(=[N+]=[N-])CCSC=1C=C(C=[N+](C1)CC(N)=O)C(=O)C=1N=CN2C1SC(=C2)C=2[C@@H]([C@H]1N(C2C(=O)OCC2=CC=C(C=C2)[N+](=O)[O-])C([C@@H]1[C@@H](C)O)=O)C (4-Nitrobenzyl (1S,5R,6S)-2-[7-[5-(2-azidoethylthio)-1-carbamoylmethylpyridinium-3-yl]carbonylimidazo[5,1-b]thiazol-2-yl]-6-((1R)-1-hydroxyethyl)-1-methyl-1-carbapen-2-em-3-carboxylate iodide). Isolated yield 96.4%. As a reaction SMILES: [N:1]([CH2:4][CH2:5][S:6][C:7]1[CH:8]=[C:9]([C:13]([C:15]2[N:16]=[CH:17][N:18]3[CH:22]=[C:21]([C:23]4[C@H:24]([CH3:47])[C@@H:25]5[C@@H:42]([C@H:43]([OH:45])[CH3:44])[C:41](=[O:46])[N:26]5[C:27]=4[C:28]([O:30][CH2:31][C:32]4[CH:37]=[CH:36][C:35]([N+:38]([O-:40])=[O:39])=[CH:34][CH:33]=4)=[O:29])[S:20][C:19]=23)=[O:14])[CH:10]=[N:11][CH:12]=1)=[N+:2]=[N-:3].[I:48][CH2:49][C:50]([NH2:52])=[O:51]>>[I-:48].[N:1]([CH2:4][CH2:5][S:6][C:7]1[CH:8]=[C:9]([C:13]([C:15]2[N:16]=[CH:17][N:18]3[CH:22]=[C:21]([C:23]4[C@H:24]([CH3:47])[C@@H:25]5[C@@H:42]([C@H:43]([OH:45])[CH3:44])[C:41](=[O:46])[N:26]5[C:27]=4[C:28]([O:30][CH2:31][C:32]4[CH:37]=[CH:36][C:35]([N+:38]([O-:40])=[O:39])=[CH:34][CH:33]=4)=[O:29])[S:20][C:19]=23)=[O:14])[CH:10]=[N+:11]([CH2:49][C:50](=[O:51])[NH2:52])[CH:12]=1)=[N+:2]=[N-:3] |f:2.3|. Reported procedure: 4-Nitrobenzyl (1S,5R,6S)-2-[7-[5-(2-azidoethylthio)-1-carbamoylmethylpyridinium-3-yl]carbonylimidazo[5,1-b]thiazol-2-yl]-6-((1R)-1-hydroxyethyl)-1-methyl-1-carbapen-2-em-3-carboxylate iodide (140 mg) was prepared in the same manner as in step a) of Example 2, except that 114 mg of 4-nitrobenzyl (1S,5R,6S)-2-[7-[5-(2-azidoethylthio)pyridin-3-yl]carbonylimidazo[5,1-b]-thiazol-2-yl]-6-((1R)-1-hydroxyethyl)-1-methyl-1-carbapen-2-em-3-carboxylate and 312 mg of 2-iodoacetamide were used as the startin... The reactants are ClC1=NC(=C2N=CN(C2=N1)C1CCCC1)Cl (2,6-dichloro-9-cyclopentylpurine), C1(CC1)C(C1=CC=C(C=C1)Cl)N (α-cyclopropyl-4-chlorobenzylamine). Run in C(C)N(CC)CC (triethylamine). Yields the product ClC1=NC(=C2N=CN(C2=N1)C1CCCC1)NC(C1=CC=C(C=C1)Cl)C1CC1 (2-Chloro-6-[(α-cyclopropyl-4-chlorobenzyl)amino]-9-cyclopentylpurine). Reaction SMILES: [Cl:1][C:2]1[N:10]=[C:9]2[C:5]([N:6]=[CH:7][N:8]2[CH:11]2[CH2:15][CH2:14][CH2:13][CH2:12]2)=[C:4](Cl)[N:3]=1.[CH:17]1([CH:20]([NH2:28])[C:21]2[CH:26]=[CH:25][C:24]([Cl:27])=[CH:23][CH:22]=2)[CH2:19][CH2:18]1>C(N(CC)CC)C>[Cl:1][C:2]1[N:10]=[C:9]2[C:5]([N:6]=[CH:7][N:8]2[CH:11]2[CH2:15][CH2:14][CH2:13][CH2:12]2)=[C:4]([NH:28][CH:20]([CH:17]2[CH2:18][CH2:19]2)[C:21]2[CH:26]=[CH:25][C:24]([Cl:27])=[CH:23][CH:22]=2)[N:3]=1. Reported procedure: 2-Chloro-6-[(α-cyclopropyl-4-chlorobenzyl)amino]-9-cyclopentylpurine is prepared from 2,6-dichloro-9-cyclopentylpurine, α-cyclopropyl-4-chlorobenzylamine, and triethylamine essentially as described above in Example 1, Scheme A, step b. Reactants: B1C2CCCC1CCC2, ClCCl, [Na], O, C=Cc1cc(C#N)cc(-c2nc(-c3ccccn3)no2)c1. Yields the product N#Cc1cc(CCO)cc(-c2nc(-c3ccccn3)no2)c1. As a reaction SMILES: [CH:22]12[CH2:23][CH2:24][CH2:25][CH:26]([BH:27]1)[CH2:28][CH2:29][CH2:30]2.[Cl:33][CH2:34][Cl:35].[Na:31].[OH2:32].[n:1]1[c:2](-[c:7]2[n:8][o:9][c:10](-[c:12]3[cH:13][c:14]([C:20]#[N:21])[cH:15][c:16]([CH:18]=[CH2:19])[cH:17]3)[n:11]2)[cH:3][cH:4][cH:5][cH:6]1>>[n:1]1[c:2](-[c:7]2[n:8][o:9][c:10](-[c:12]3[cH:13][c:14]([C:20]#[N:21])[cH:15][c:16]([CH2:18][CH2:19][OH:32])[cH:17]3)[n:11]2)[cH:3][cH:4][cH:5][cH:6]1. Reactants: COc1ccc(S(=O)(=O)c2oc3ccc(C(F)(F)F)cc3c2C)nn1, Cl, C1COCCO1. Yields the product Cc1c(S(=O)(=O)c2ccc(=O)[nH]n2)oc2ccc(C(F)(F)F)cc12. RXN SMILES: [CH3:1][O:2][c:3]1[n:4][n:5][c:6]([S:9](=[O:10])(=[O:11])[c:12]2[o:13][c:14]3[c:15]([c:16]2[CH3:17])[cH:18][c:19]([C:22]([F:23])([F:24])[F:25])[cH:20][cH:21]3)[cH:7][cH:8]1.[ClH:26].[O:27]1[CH2:28][CH2:29][O:30][CH2:31][CH2:32]1>>[O:2]=[c:3]1[nH:4][n:5][c:6]([S:9](=[O:10])(=[O:11])[c:12]2[o:13][c:14]3[c:15]([c:16]2[CH3:17])[cH:18][c:19]([C:22]([F:23])([F:24])[F:25])[cH:20][cH:21]3)[cH:7][cH:8]1. Reactants: CC=1C(=NC=NC1)NCC1CCNCC1 (4-[(5-methyl-pyrimidin-4-ylamino)-methyl]-piperidine), O=C1N(C(CC1)=O)OC(OCC1=CC=CC=C1)=O (carbonic acid benzyl ester 2,5-dioxo-pyrrolidin-1-yl ester). Solvent: CN(C)C=O (DMF). Conditions: time 0.5 hour. Product: C(C1=CC=CC=C1)OC(=O)N1CCC(CC1)CNC1=NC=NC=C1C (4-[(5-methyl-pyrimidin-4-ylamino)-methyl]-piperidine-1-carboxylic acid benzyl ester). Reaction SMILES: [CH3:1][C:2]1[C:3]([NH:8][CH2:9][CH:10]2[CH2:15][CH2:14][NH:13][CH2:12][CH2:11]2)=[N:4][CH:5]=[N:6][CH:7]=1.O=C1CCC(=O)N1[O:23][C:24](=O)[O:25][CH2:26][C:27]1[CH:32]=[CH:31][CH:30]=[CH:29][CH:28]=1>CN(C=O)C>[CH2:26]([O:25][C:24]([N:13]1[CH2:14][CH2:15][CH:10]([CH2:9][NH:8][C:3]2[C:2]([CH3:1])=[CH:7][N:6]=[CH:5][N:4]=2)[CH2:11][CH2:12]1)=[O:23])[C:27]1[CH:32]=[CH:31][CH:30]=[CH:29][CH:28]=1. Reported procedure: To a stirred solution of 4-[(5-methyl-pyrimidin-4-ylamino)-methyl]-piperidine (0.20 g, 0.97 mmol), in DMF (3 mL) was added carbonic acid benzyl ester 2,5-dioxo-pyrrolidin-1-yl ester (0.24 g, 0.97 mmol). The resulting reaction solution was stirred at rt for 0.5 h, then concentrated in vacuo. The residue was purified by silica gel chromatography (1–10 (10% NH4OH in MeOH)/99–90 CH2Cl2) to give 4-[(5-methyl-pyrimidin-4-ylamino)-methyl]-piperidine-1-carboxylic acid benzyl ester. Reactants: N(=O)[O-].[Na+] (sodium nitrite), NC1=C(C=C(C=2CC(OC21)(C)C)Br)Cl (7-amino-4-bromo-6-chloro-2,3-dihydro-2,2-dimethylbenzofuran), C1(=CC=CC=C1)C (toluene), S(O)(O)(=O)=O (sulfuric acid). Run in C(C)O (ethanol). Reaction conditions: temperature 75 celsius, time 30 minute. Yields the product BrC1=CC(=CC2=C1CC(O2)(C)C)Cl (4-bromo-6-chloro-2,3-dihydro-2,2-dimethylbenzofuran). Yield: 76.5%. Reaction SMILES: N[C:2]1[C:10]2[O:9][C:8]([CH3:12])([CH3:11])[CH2:7][C:6]=2[C:5]([Br:13])=[CH:4][C:3]=1[Cl:14].C1(C)C=CC=CC=1.S(=O)(=O)(O)O.N([O-])=O.[Na+]>C(O)C>[Br:13][C:5]1[C:6]2[CH2:7][C:8]([CH3:11])([CH3:12])[O:9][C:10]=2[CH:2]=[C:3]([Cl:14])[CH:4]=1 |f:3.4|. Procedure details: A stirred solution of 5.1 grams (0.018 mole) of 7-amino-4-bromo-6-chloro-2,3-dihydro-2,2-dimethylbenzofuran and 25 mL of toluene in 100 mL of ethanol was cooled in an ice bath, and 2 mL (0.036 mole) of concentrated sulfuric acid was added slowly. Upon completion of addition, 2.0 grams (0.029 mole) of sodium nitrite was then added. The ice bath was then removed, and the reaction mixture was warmed to 75° C., where it stirred for 30 minutes. After this time the reaction mixture was warmed to 95° C...